Dataset: the Open Reaction Database (ORD), a public repository of structured organic reaction records. Task: describe an organic reaction: reactants, conditions, products, and yield The reactants are O=C([O-])[O-], ClCCl, CC[N+](CC)(CC)Cc1ccccc1, CCn1ncc(C(=O)c2cc(C)c3c(c2C)C(C)(C)CCS3(=O)=O)c1O, CS(=O)(=O)Cl, [Cl-], [K+], [K+], O. Product: CCn1ncc(C(=O)c2cc(C)c3c(c2C)C(C)(C)CCS3(=O)=O)c1OS(C)(=O)=O. RXN SMILES: [C:27](=[O:28])([O-:29])[O-:30].[CH2:38]([Cl:39])[Cl:40].[CH2:43]([N+:44]([CH2:45][CH3:46])([CH2:47][CH3:48])[CH2:49][CH3:50])[c:51]1[cH:52][cH:53][cH:54][cH:55][cH:56]1.[CH3:1][C:2]1([CH3:26])[CH2:3][CH2:4][S:5](=[O:24])(=[O:25])[c:6]2[c:7]([CH3:23])[cH:8][c:9]([C:13](=[O:14])[c:15]3[cH:16][n:17][n:18]([CH2:21][CH3:22])[c:19]3[OH:20])[c:10]([CH3:12])[c:11]21.[CH3:33][S:34]([Cl:35])(=[O:36])=[O:37].[Cl-:42].[K+:31].[K+:32].[OH2:41]>>[CH3:1][C:2]1([CH3:26])[CH2:3][CH2:4][S:5](=[O:24])(=[O:25])[c:6]2[c:7]([CH3:23])[cH:8][c:9]([C:13](=[O:14])[c:15]3[cH:16][n:17][n:18]([CH2:21][CH3:22])[c:19]3[O:20][S:34]([CH3:33])(=[O:36])=[O:37])[c:10]([CH3:12])[c:11]21. As a reaction SMILES: [Br:1][c:2]1[cH:3][c:4]([C:9](=[O:10])[N:11]2[N:12]=[C:13]([c:16]3[cH:17][c:18]([Br:33])[c:19]([O:23][CH2:24][c:25]4[cH:26][cH:27][c:28]([O:29][CH3:30])[cH:31][cH:32]4)[c:20]([Br:22])[cH:21]3)[CH2:14][CH2:15]2)[cH:5][cH:6][c:7]1[Cl:8].[Cl:41][CH2:42][Cl:43].[OH:34][C:35]([C:36]([F:37])([F:38])[F:39])=[O:40]>>[Br:1][c:2]1[cH:3][c:4]([C:9](=[O:10])[N:11]2[N:12]=[C:13]([c:16]3[cH:17][c:18]([Br:33])[c:19]([OH:23])[c:20]([Br:22])[cH:21]3)[CH2:14][CH2:15]2)[cH:5][cH:6][c:7]1[Cl:8]. Reactants: COc1ccc(COc2c(Br)cc(C3=NN(C(=O)c4ccc(Cl)c(Br)c4)CC3)cc2Br)cc1, ClCCl, O=C(O)C(F)(F)F. Yields the product O=C(c1ccc(Cl)c(Br)c1)N1CCC(c2cc(Br)c(O)c(Br)c2)=N1.